This data is from the Open Reaction Database (ORD), a public repository of structured organic reaction records. The task is: describe an organic reaction: reactants, conditions, products, and yield Reactants: NC1=C(C=C(C=C1C(C1=CC=CC=C1)=O)Cl)C(C(=O)N)SC (2-amino-3-benzoyl-5-chloro-α-(methylthio)-phenylacetamide). The reagents and catalysts are [Ni] (Raney nickel). Solvent: C(C)O (ethanol), CN(C=O)C (dimethylformamide). Conditions: time 45 minute. The product is NC1=C(C=C(C=C1C(C1=CC=CC=C1)=O)Cl)CC(=O)N (2-Amino-3-benzoyl-5-chlorophenylacetamide). RXN SMILES: [NH2:1][C:2]1[C:7]([C:8](=[O:15])[C:9]2[CH:14]=[CH:13][CH:12]=[CH:11][CH:10]=2)=[CH:6][C:5]([Cl:16])=[CH:4][C:3]=1[CH:17](SC)[C:18]([NH2:20])=[O:19]>[Ni].C(O)C.CN(C)C=O>[NH2:1][C:2]1[C:7]([C:8](=[O:15])[C:9]2[CH:14]=[CH:13][CH:12]=[CH:11][CH:10]=2)=[CH:6][C:5]([Cl:16])=[CH:4][C:3]=1[CH2:17][C:18]([NH2:20])=[O:19]. Procedure details: A mixture of 21.34 g (0.0639 mole) of 2-amino-3-benzoyl-5-chloro-α-(methylthio)-phenylacetamide and excess Raney nickel in a mixture of 900 ml of absolute ethanol and 200 ml of dimethylformamide was stirred at room temperature for 45 min. The mixture was filtered through celite to remove the Raney nickel. The solvent was removed in vacuo to give a yellow solid which when recrystallized melted at 213.5°-215.0° C.(d). Run in C1CCOC1 (THF). Isolated yield 95.0%. Reported procedure: 1,3-Dioxane, 2-boc amino (10B) and 10 mol % TsOH were combined in 5.0 mL THF and 5.0 mL H2O and stirred at reflux until the starting material was consumed as indicated by TLC. The reaction mixture was quenched with 5% NaHCO3 and extracted with CH2Cl2. The combined organic layers were dried over anhydrous Na2SO4, and removed in vacuo. Purification by flash chromatography on silica gel afforded the desired product as a white solid (95%). As a reaction SMILES: O1CCCOC1.CC1(C)[O:13][C@H:12](/[CH:14]=[CH:15]/[C:16]2[CH:21]=[CH:20][C:19]([CH3:22])=[CH:18][CH:17]=2)[CH:11]([NH:23][C:24](=[O:30])[O:25][C:26]([CH3:29])([CH3:28])[CH3:27])[CH2:10][O:9]1.CC1C=CC(S(O)(=O)=O)=CC=1.O>C1COCC1>[OH:9][CH2:10][CH:11]([NH:23][C:24](=[O:30])[O:25][C:26]([CH3:28])([CH3:27])[CH3:29])[C@H:12]([OH:13])/[CH:14]=[CH:15]/[C:16]1[CH:21]=[CH:20][C:19]([CH3:22])=[CH:18][CH:17]=1. The reactants are O1COCCC1 (1,3-Dioxane), O (H2O), CC1(OCC([C@H](O1)\C=C\C1=CC=C(C=C1)C)NC(OC(C)(C)C)=O)C (tert-Butyl ((4R)-2,2-dimethyl-4-((E)-4-methylstyryl)-1,3-dioxan-5-yl)carbamate), CC=1C=CC(=CC1)S(=O)(=O)O (TsOH). Product: OCC([C@@H](\C=C\C1=CC=C(C=C1)C)O)NC(OC(C)(C)C)=O (tert-Butyl ((3R,E)-1,3-dihydroxy-5-(p-tolyl)pent-4-En-2-yl)carbamate).